From a dataset of the Open Reaction Database (ORD), a public repository of structured organic reaction records. describe an organic reaction: reactants, conditions, products, and yield Starting materials: CCC1=C[C@@H]2C[C@@](C3=C(C=4C=C(C=CC4N3)SC)CCN(C2)C1)(C=5C=C6C(=CC5OC)N([C@@H]7[C@]68CCN9[C@H]8[C@@](C=CC9)([C@H]([C@@]7(C(=O)OC)O)OC(=O)C)CC)C)C(=O)OC (10′-thiomethylanhydrovinblastine), [BH4-].[Na+] (NaBH4), Cl (HCl), C(F)(F)(F)CO (CF3CH2OH). Reagents/catalysts: O.O.O.O.O.O.C(C(=O)[O-])(=O)[O-].[Fe+3].C(C(=O)[O-])(=O)[O-].C(C(=O)[O-])(=O)[O-].[Fe+3] (iron(III) oxalate hexahydrate). Solvent: O (H2O), CO (MeOH), CCN(CC)CC (Et3N), O (H2O), O (H2O). Run at temperature 0 celsius, time 30 minute. Product: CC[C@@]1(C[C@@H]2C[C@@](C3=C(C=4C=C(C=CC4N3)SC)CCN(C2)C1)(C=5C=C6C(=CC5OC)N([C@@H]7[C@]68CCN9[C@H]8[C@@](C=CC9)([C@H]([C@@]7(C(=O)OC)O)OC(=O)C)CC)C)C(=O)OC)O (10′-thiomethylvinblastine). Yield: 31.0%. RXN SMILES: [CH3:1][CH2:2][C:3]1[CH2:23][N:21]2[CH2:22][C@@H:5]([CH2:6][C@:7]([C:57]([O:59][CH3:60])=[O:58])([C:24]3[CH:25]=[C:26]4[C@:34]56[C@@H:38]7[C@:39]([CH2:54][CH3:55])([C@@H:43]([O:50][C:51]([CH3:53])=[O:52])[C@:44]([OH:49])([C:45]([O:47][CH3:48])=[O:46])[C@@H:33]5[N:32]([CH3:56])[C:27]4=[CH:28][C:29]=3[O:30][CH3:31])[CH:40]=[CH:41][CH2:42][N:37]7[CH2:36][CH2:35]6)[C:8]3[NH:16][C:15]4[CH:14]=[CH:13][C:12]([S:17][CH3:18])=[CH:11][C:10]=4[C:9]=3[CH2:19][CH2:20]2)[CH:4]=1.Cl.C(C[OH:67])(F)(F)F.[BH4-].[Na+]>O.O.O.O.O.O.O.C([O-])(=O)C([O-])=O.[Fe+3].C([O-])(=O)C([O-])=O.C([O-])(=O)C([O-])=O.[Fe+3].CO.CCN(CC)CC>[CH3:1][CH2:2][C@@:3]1([OH:67])[CH2:23][N:21]2[CH2:22][C@@H:5]([CH2:6][C@:7]([C:57]([O:59][CH3:60])=[O:58])([C:24]3[CH:25]=[C:26]4[C@:34]56[C@@H:38]7[C@:39]([CH2:54][CH3:55])([C@@H:43]([O:50][C:51]([CH3:53])=[O:52])[C@:44]([OH:49])([C:45]([O:47][CH3:48])=[O:46])[C@@H:33]5[N:32]([CH3:56])[C:27]4=[CH:28][C:29]=3[O:30][CH3:31])[CH:40]=[CH:41][CH2:42][N:37]7[CH2:36][CH2:35]6)[C:8]3[NH:16][C:15]4[CH:14]=[CH:13][C:12]([S:17][CH3:18])=[CH:11][C:10]=4[C:9]=3[CH2:19][CH2:20]2)[CH2:4]1 |f:3.4,6.7.8.9.10.11.12.13.14.15.16|. Reported procedure: A mixture of iron(III) oxalate hexahydrate (280.3 mg, 0.58 mmol, 30 equiv) in H2O (77 mL) was cooled to 0° C. and air was bubbled through the mixture for 10 minutes. A solution of 10′-thiomethylanhydro-vinblastine (20a, 16.2 mg, 0.019 mmol) in H2O (0.5 mL), aqueous 0.1 N HCl (0.5 mL), and CF3CH2OH (0.1 mL) was transferred by pipette to the mixture and NaBH4 (14.6 mg, 0.39 mmol, 1 equiv) in H2O (1 mL) was added to the mixture at 0° C. The resulting mixture was stirred for 30 minutes before being ...